From a dataset of the Open Reaction Database (ORD), a public repository of structured organic reaction records. describe an organic reaction: reactants, conditions, products, and yield Reactants: CP(OC)(OC)=O (dimethyl methylphosphonate), C(CCC)[Li] (butyllithium), C1(CCCC1)CCC(=O)OCC (ethyl 3-cyclopentylpropionate). The solvent is O1CCCC1 (tetrahydrofuran), C(C)(=O)O (acetic acid), O1CCCC1 (tetrahydrofuran), C(C)OCC (diethyl ether). Conditions: temperature 0 celsius, time 8 hour. Yields the product C1(CCCC1)CCC(CP(OC)(OC)=O)=O (Dimethyl 4-cyclopentyl-2-oxo-butylphosphonate). The yield is 61.2%. As a reaction SMILES: [CH3:1][P:2](=[O:7])([O:5][CH3:6])[O:3][CH3:4].C([Li])CCC.[CH:13]1([CH2:18][CH2:19][C:20](OCC)=[O:21])[CH2:17][CH2:16][CH2:15][CH2:14]1>C(O)(=O)C.O1CCCC1.C(OCC)C>[CH:13]1([CH2:18][CH2:19][C:20](=[O:21])[CH2:1][P:2](=[O:7])([O:5][CH3:6])[O:3][CH3:4])[CH2:17][CH2:16][CH2:15][CH2:14]1. Procedure: 125 g. of dimethyl methylphosphonate were dissolved in 720 ml. of tetrahydrofuran and the solution cooled to -65°C. To this solution a solution of butyllithium [prepared from 150 g. of butyl bromide and 14.5 g. of lithium] in 550 ml. of diethyl ether was added dropwise. To the mixture a solution of 52.5 g. of ethyl 3-cyclopentylpropionate in 280 ml. of tetrahydrofuran was added drop-wise and the reaction mixture was stirred at the same temperature for 2 hours and afterwards at 0°C. overnight. Th... Starting materials: BrN1C(CCC1=O)=O (N-Bromosuccinimide), C(C)(=O)OC1C(CC(C1)COC(C)=O)N1C=NC2=C1C=C(C(=C2)Cl)Cl (4-(acetoxymethyl)-2-(5,6-dichloro-1H-benzimidazol-1-yl)cyclopentyl acetate). Run in CN(C=O)C (N,N-dimethylformamide). Run at temperature 70 celsius. Yields the product C(C)(=O)OC1C(CC(C1)COC(C)=O)N1C(=NC2=C1C=C(C(=C2)Cl)Cl)Br (4-(Acetoxymethyl)-2-(2-bromo-5,6-dichloro-1H-benzimidazol-1-yl)-cyclopentyl acetate). Reaction SMILES: [Br:1]N1C(=O)CCC1=O.[C:9]([O:12][CH:13]1[CH2:17][CH:16]([CH2:18][O:19][C:20](=[O:22])[CH3:21])[CH2:15][CH:14]1[N:23]1[C:27]2[CH:28]=[C:29]([Cl:33])[C:30]([Cl:32])=[CH:31][C:26]=2[N:25]=[CH:24]1)(=[O:11])[CH3:10]>CN(C)C=O>[C:9]([O:12][CH:13]1[CH2:17][CH:16]([CH2:18][O:19][C:20](=[O:22])[CH3:21])[CH2:15][CH:14]1[N:23]1[C:27]2[CH:28]=[C:29]([Cl:33])[C:30]([Cl:32])=[CH:31][C:26]=2[N:25]=[C:24]1[Br:1])(=[O:11])[CH3:10]. Procedure: N-Bromosuccinimide (4.54 g, 25.5 mmol) was added to a solution of (±)-(1R*, 2R*, 4S*)-4-(acetoxymethyl)-2-(5,6-dichloro-1H-benzimidazol-1-yl)cyclopentyl acetate (8.95 g, 23.2 mmol) in dry N,N-dimethylformamide (46 mL). The solution was maintained at ca. 70° C. (oil bath) for 5 hours. Volatiles were removed in vacuo and the residual orange syrup chromatographed on silica gel. Title compound was eluted with chloroform as a pale yellow solid (5.14 g, 48%), m.p. 122°-125° C.; 1H-NMR (DMSO-d6)δ: 8.16... The reactants are O1CC(C=2C1=CN=CC2)=O (furo[2,3-c]pyridin-3(2H)-one), C(C)OC(=O)C1=C(C=2C(=C(N=CC2)C)O1)O (3-hydroxy-7-methylfuro[2,3-c]pyridine-2-carboxylic acid ethyl ester). Reported procedure: This compound was prepared using a method analogous to that of furo[2,3-c]pyridin-3(2H)-one (A.2.4.3), 3-hydroxy-7-methylfuro[2,3-c]pyridine-2-carboxylic acid ethyl ester replacing 3-hydroxyfuro[2,3-c]pyridine-2-carboxylic acid ethyl ester; As a reaction SMILES: O1C2=CN=CC=C2C(=O)C1.C(OC([C:16]1[O:25][C:19]2=[C:20]([CH3:24])[N:21]=[CH:22][CH:23]=[C:18]2[C:17]=1[OH:26])=O)C>>[CH3:24][C:20]1[N:21]=[CH:22][CH:23]=[C:18]2[C:17](=[O:26])[CH2:16][O:25][C:19]=12. Yields the product CC=1N=CC=C2C1OCC2=O (7-methylfuro[2,3-c]pyridin-3(2H)-one). The reactants are ClC=CC#C[Si](C)(C)C (1-chloro-4-(trimethylsilyl)-but-1-en-3-yne), C(C)NCC (diethylamine), resultant solution, C1(=CC=CC=C1)OC(=O)N1C=2C=C(C=CC2C23C(CCCC2(C1C#C)O3)=O)OC(C(C)(C)C)=O (N-[(Phenyloxy)carbonyl]-6a,10a-epoxy-6-ethynyl-10-oxo-3-(trime-thylacetoxy)-5,6,6a,7,8,9,10,10a-octahydrophenanthridine). Reagents/catalysts: C=1C=CC(=CC1)[P](C=2C=CC=CC2)(C=3C=CC=CC3)[Pd]([P](C=4C=CC=CC4)(C=5C=CC=CC5)C=6C=CC=CC6)([P](C=7C=CC=CC7)(C=8C=CC=CC8)C=9C=CC=CC9)[P](C=1C=CC=CC1)(C=1C=CC=CC1)C=1C=CC=CC1 (Pd(PPh3)4), [Cu]I (CuI). Run in C1=CC=CC=C1 (benzene), C1=CC=CC=C1 (benzene). Run at temperature 25 celsius, time 15 minute. Product: C1(=CC=CC=C1)OC(=O)N1C=2C=C(C=CC2C23C(CCCC2(C1C#C\C=C/C#C[Si](C)(C)C)O3)=O)OC(C(C)(C)C)=O (N-[(Phenyloxy)carbonyl]-6a,10a-epoxy-10-oxo-3-(trimethylacetoxy)-6-[6-trimethylsilyl-3 (Z) -hexene-1,5-diynyl]-5,6,6a,7,8,9,10,10a-octa-hydrophenanthridine). Yield: 32.0%. As a reaction SMILES: Cl[CH:2]=[CH:3][C:4]#[C:5][Si:6]([CH3:9])([CH3:8])[CH3:7].C(NCC)C.[C:15]1([O:21][C:22]([N:24]2[CH:37]([C:38]#[CH:39])[C:36]34[O:40][C:31]3([C:32](=[O:41])[CH2:33][CH2:34][CH2:35]4)[C:30]3[CH:29]=[CH:28][C:27]([O:42][C:43](=[O:48])[C:44]([CH3:47])([CH3:46])[CH3:45])=[CH:26][C:25]2=3)=[O:23])[CH:20]=[CH:19][CH:18]=[CH:17][CH:16]=1>C1C=CC=CC=1.C1C=CC([P]([Pd]([P](C2C=CC=CC=2)(C2C=CC=CC=2)C2C=CC=CC=2)([P](C2C=CC=CC=2)(C2C=CC=CC=2)C2C=CC=CC=2)[P](C2C=CC=CC=2)(C2C=CC=CC=2)C2C=CC=CC=2)(C2C=CC=CC=2)C2C=CC=CC=2)=CC=1.[Cu]I>[C:15]1([O:21][C:22]([N:24]2[CH:37]([C:38]#[C:39]/[CH:2]=[CH:3]\[C:4]#[C:5][Si:6]([CH3:9])([CH3:8])[CH3:7])[C:36]34[O:40][C:31]3([C:32](=[O:41])[CH2:33][CH2:34][CH2:35]4)[C:30]3[CH:29]=[CH:28][C:27]([O:42][C:43](=[O:48])[C:44]([CH3:46])([CH3:45])[CH3:47])=[CH:26][C:25]2=3)=[O:23])[CH:16]=[CH:17][CH:18]=[CH:19][CH:20]=1 |^1:58,60,79,98|. Procedure: A mixture of Pd(PPh3)4 (185 mg, 0.16 mmol), 1-chloro-4-(trimethylsilyl)-but-1-en-3-yne (0.776 g, 4.89 mmol), and diethylamine (0.51 mL, 4.93 mmol) in degassed benzene (5 mL) was stirred at 25° C. for 15 minutes. The resultant solution was added to a mixture of Compound 230 (1.50 g, 3.26 mmol) and CuI (124 mg, 0.65 mmol) in degassed benzene (15 mL) via a syringe followed by stirring at 25° C. for one hour. The reaction mixture was quenched by saturated aqueous NH4Cl, extracted with ethyl ether (8... The reactants are C(C)(=O)OCC=1C(=NC=CC1C1=CN(C(C(=C1)NC1=NC=C(C=C1)C=1CCN(CC1)C1COC1)=O)C)N1C(C=2N(C=3CCCCC3C2)CC1)=O ((4-(1-Methyl-5-(5-(1-(oxetan-3-yl)-1,2,3,6-tetrahydropyridin-4-yl)pyridin-2-ylamino)-6-oxo-1,6-dihydropyridin-3-yl)-2-(1-oxo-3,4,6,7,8,9-hexahydropyrazino[1,2-a]indol-2(1H)-yl)pyridin-3-yl)methyl Acetate), [OH-].[Li+] (lithium hydroxide), O (water). Solvent: C1CCOC1 (THF), C(C)(C)O (isopropanol). Reaction conditions: time 0.5 hour. The product is OCC=1C(=NC=CC1C1=CN(C(C(=C1)NC1=NC=C(C=C1)C=1CCN(CC1)C1COC1)=O)C)N1C(C=2N(C=3CCCCC3C2)CC1)=O (2-[3-(hydroxymethyl)-4-[1-methyl-5-[[5-[1-(oxetan-3-yl)-3,6-dihydro-2H-pyridin-4-yl]-2-pyridyl]amino]-6-oxo-3-pyridyl]-2-pyridyl]-3,4,6,7,8,9-hexahydropyrazino[1,2-a]indol-1-one). The yield is 21.5%. RXN SMILES: C([O:4][CH2:5][C:6]1[C:7]([N:37]2[CH2:49][CH2:48][N:40]3[C:41]4[CH2:42][CH2:43][CH2:44][CH2:45][C:46]=4[CH:47]=[C:39]3[C:38]2=[O:50])=[N:8][CH:9]=[CH:10][C:11]=1[C:12]1[CH:17]=[C:16]([NH:18][C:19]2[CH:24]=[CH:23][C:22]([C:25]3[CH2:26][CH2:27][N:28]([CH:31]4[CH2:34][O:33][CH2:32]4)[CH2:29][CH:30]=3)=[CH:21][N:20]=2)[C:15](=[O:35])[N:14]([CH3:36])[CH:13]=1)(=O)C.[OH-].[Li+].O>C1COCC1.C(O)(C)C>[OH:4][CH2:5][C:6]1[C:7]([N:37]2[CH2:49][CH2:48][N:40]3[C:41]4[CH2:42][CH2:43][CH2:44][CH2:45][C:46]=4[CH:47]=[C:39]3[C:38]2=[O:50])=[N:8][CH:9]=[CH:10][C:11]=1[C:12]1[CH:17]=[C:16]([NH:18][C:19]2[CH:24]=[CH:23][C:22]([C:25]3[CH2:26][CH2:27][N:28]([CH:31]4[CH2:32][O:33][CH2:34]4)[CH2:29][CH:30]=3)=[CH:21][N:20]=2)[C:15](=[O:35])[N:14]([CH3:36])[CH:13]=1 |f:1.2|. Procedure details: A mixture of 200f (260 mg, 0.39 mmol) and lithium hydroxide (92.4 mg, 3.85 mmol) in THF (9 mL), isopropanol (6 mL), and water (1 mL) was stirred at room temperature for 0.5 h. The mixture was extracted concentrated under reduced pressure and diluted with water (4 mL). It was then extracted with dichloromethane (2×10 mL) and the combined C dichloromethane extract was concentrated under reduced pressure. The residue was purified with reverse-phase prep-HPLC to afford 200 (53.1 mg, 20%) as yellow s... The reactants are CC(C)(C)OC(=O)NCC1CCNC1, CC(=O)O[BH-](OC(C)=O)OC(C)=O, O=Cc1cccc(Cl)c1Cl, CC(Cl)Cl, [Na+]. Yields the product CC(C)(C)OC(=O)NCC1CCN(Cc2cccc(Cl)c2Cl)C1. Reaction SMILES: [C:15]([CH3:16])([CH3:17])([CH3:18])[O:19][C:20](=[O:21])[NH:22][CH2:23][CH:24]1[CH2:25][NH:26][CH2:27][CH2:28]1.[C:1]([O:2][BH-:3]([O:4][C:5](=[O:6])[CH3:7])[O:8][C:9](=[O:10])[CH3:11])(=[O:12])[CH3:13].[Cl:29][c:30]1[c:31]([CH:32]=[O:33])[cH:34][cH:35][cH:36][c:37]1[Cl:38].[Cl:39][CH:40]([Cl:41])[CH3:42].[Na+:14]>>[C:15]([CH3:16])([CH3:17])([CH3:18])[O:19][C:20](=[O:21])[NH:22][CH2:23][CH:24]1[CH2:25][N:26]([CH2:32][c:31]2[c:30]([Cl:29])[c:37]([Cl:38])[cH:36][cH:35][cH:34]2)[CH2:27][CH2:28]1. The reactants are COC(=O)c1c(C)cccc1COC1CCCC(OCc2coc(-c3ccc(F)cc3)n2)C1, [H-], [I-], [Na+], CN(C)C=O, OCC1(CO)COCOC1. Product: OCC1(COCc2coc(-c3ccc(F)cc3)n2)COCOC1. As a reaction SMILES: [F:14][c:15]1[cH:16][cH:17][c:18](-[c:21]2[o:22][cH:23][c:24]([CH2:26][O:27][CH:28]3[CH2:29][CH2:30][CH2:31][CH:32]([O:33][CH2:34][c:35]4[cH:36][cH:37][cH:38][c:39]([CH3:40])[c:41]4[C:42]([O:43][CH3:44])=[O:45])[CH2:46]3)[n:25]2)[cH:19][cH:20]1.[H-:13].[I-:11].[Na+:12].[O:47]=[CH:48][N:49]([CH3:50])[CH3:51].[OH:1][CH2:2][C:3]1([CH2:9][OH:10])[CH2:4][O:5][CH2:6][O:7][CH2:8]1>>[O:1]([CH2:2][C:3]1([CH2:9][OH:10])[CH2:4][O:5][CH2:6][O:7][CH2:8]1)[CH2:26][c:24]1[cH:23][o:22][c:21](-[c:18]2[cH:17][cH:16][c:15]([F:14])[cH:20][cH:19]2)[n:25]1.